From a dataset of the Open Reaction Database (ORD), a public repository of structured organic reaction records. describe an organic reaction: reactants, conditions, products, and yield Starting materials: C1(\C=C/C(=O)O1)=O (maleic anhydride), C(C(=C)C)(=O)OCC1CO1 (glycidyl methacrylate). Yields the product C=C.C(C)(=O)OC=C.C1(\C=C/C(=O)O1)=O (ethylene/vinyl acetate maleic anhydride). RXN SMILES: [C:1]1(=[O:7])[O:6][C:4](=[O:5])[CH:3]=[CH:2]1.[C:8]([O:13][CH2:14][CH:15]1OC1)(=[O:12])[C:9](C)=C>>[CH2:1]=[CH2:2].[C:8]([O:13][CH:14]=[CH2:15])(=[O:12])[CH3:9].[C:4]1(=[O:5])[O:6][C:1](=[O:7])[CH:2]=[CH:3]1 |f:2.3.4|. Procedure: the above two copolymers in which the maleic anhydride is replaced by glycidyl methacrylate, Starting materials: CC(C)(C)OC(=O)OC(C)(C)C, C1CCOC1, Nc1ccc(OC(F)(F)F)cc1, [Na+], [OH-]. The product is CC(C)(C)OC(=O)Nc1ccc(OC(F)(F)F)cc1. Reaction SMILES: [C:13]([O:14][C:15]([CH3:16])([CH3:17])[CH3:18])([O:19][C:21]([CH3:22])([CH3:23])[CH3:24])=[O:20].[CH2:27]1[O:28][CH2:29][CH2:30][CH2:31]1.[F:1][C:2]([O:3][c:4]1[cH:5][cH:6][c:7]([NH2:8])[cH:9][cH:10]1)([F:11])[F:12].[Na+:26].[OH-:25]>>[F:1][C:2]([O:3][c:4]1[cH:5][cH:6][c:7]([NH:8][C:13]([O:14][C:15]([CH3:16])([CH3:17])[CH3:18])=[O:19])[cH:9][cH:10]1)([F:11])[F:12]. Reactants: solution, [H-].[Al+3].[Li+].[H-].[H-].[H-] (lithium aluminum hydride), C(C1=CC=CC=C1)(C1=CC=CC=C1)(C1=CC=CC=C1)N1C(CCC1)C(=O)OC (1-trityl-pyrrolidine-2-carboxylic acid, methyl ester), solid, [H-].[Al+3].[Li+].[H-].[H-].[H-] (lithium aluminum hydride). Solvent: CCOCC (ether), C(C)OCC (diethyl ether), CCOCC (ether). Reaction conditions: temperature 22 celsius. Yields the product C(C1=CC=CC=C1)(C1=CC=CC=C1)(C1=CC=CC=C1)N1C(CCC1)CO ((1-tritylpyrrolidin-2-yl)methanol). Isolated yield 91.3%. RXN SMILES: [C:1]([N:20]1[CH2:24][CH2:23][CH2:22][CH:21]1[C:25](OC)=[O:26])([C:14]1[CH:19]=[CH:18][CH:17]=[CH:16][CH:15]=1)([C:8]1[CH:13]=[CH:12][CH:11]=[CH:10][CH:9]=1)[C:2]1[CH:7]=[CH:6][CH:5]=[CH:4][CH:3]=1.[H-].[Al+3].[Li+].[H-].[H-].[H-]>C(OCC)C>[C:1]([N:20]1[CH2:24][CH2:23][CH2:22][CH:21]1[CH2:25][OH:26])([C:8]1[CH:9]=[CH:10][CH:11]=[CH:12][CH:13]=1)([C:14]1[CH:19]=[CH:18][CH:17]=[CH:16][CH:15]=1)[C:2]1[CH:3]=[CH:4][CH:5]=[CH:6][CH:7]=1 |f:1.2.3.4.5.6|. Procedure: A solution of 5.00 g (13.4 mmol) of the above ester in 50 mL of diethyl ether is added dropwise to a mixture of 0.509 g (13.4 mmol) of solid lithium aluminum hydride in 10 mL of ether while stirring under nitrogen. The mixture is brought to a gentle reflux and an additional 6.7 mL (6.7 mmol) of a 1M solution of lithium aluminum hydride in ether is injected by syringe. After refluxing for 2 hrs the reaction is cooled to 22° C. and quenched with 10 mL of methanol. The mixture is partitioned betwee... The reactants are BrBr, CC(=O)O, O, O=c1[nH]ccc2sc3ccccc3c12. Product: O=c1[nH]cc(Br)c2sc3ccccc3c12. As a reaction SMILES: [Br:15][Br:16].[C:18]([OH:19])(=[O:20])[CH3:21].[OH2:17].[c:1]1(=[O:14])[nH:2][cH:3][cH:4][c:5]2[c:6]1[c:7]1[c:8]([s:9]2)[cH:10][cH:11][cH:12][cH:13]1>>[c:1]1(=[O:14])[nH:2][cH:3][c:4]([Br:15])[c:5]2[c:6]1[c:7]1[c:8]([s:9]2)[cH:10][cH:11][cH:12][cH:13]1.